Dataset: the Open Reaction Database (ORD), a public repository of structured organic reaction records. Task: describe an organic reaction: reactants, conditions, products, and yield The product is C(CCCCC)OC1=CC=C(C=C1)C1=CC=C(C=C1)C(=O)O (4'-hexyloxybiphenyl-4-carboxylic acid). As a reaction SMILES: [CH2:1]([O:9][C:10]1[CH:15]=[CH:14][C:13]([C:16]2[CH:21]=[CH:20][C:19]([C:22]([OH:24])=[O:23])=[CH:18][CH:17]=2)=[CH:12][CH:11]=1)[CH2:2][CH2:3][CH2:4][CH2:5][CH2:6]CC.C(OC1C=CC(C2C=CC(C#N)=CC=2)=CC=1)CCCCC>>[CH2:1]([O:9][C:10]1[CH:15]=[CH:14][C:13]([C:16]2[CH:17]=[CH:18][C:19]([C:22]([OH:24])=[O:23])=[CH:20][CH:21]=2)=[CH:12][CH:11]=1)[CH2:2][CH2:3][CH2:4][CH2:5][CH3:6]. Procedure: In the synthesis of 4'-octyloxybiphenyl-4-carboxylic acid of Example 12, the same hydrolysis as in Example 12 was repeated except hat 4'-hexyloxy-4-cyanobiphenyl was used instead of 4'-octyloxy-4-cyanobiphenyl to obtain 4'-hexyloxybiphenyl-4-carboxylic acid. This 4'-hexyloxybiphenyl-carboxylic acid was condensed with (+)-4-(2-methylnonanoyl) phenol in the same manner as in the synthesis of 4-(2-metylnonanoyl) phenyl, 4'-octyloxybiphenyl-4-carboxylic acid ester of Example 13 to synthesize 4-(2-me... Reactants: C(CCCCCCC)OC1=CC=C(C=C1)C1=CC=C(C=C1)C(=O)O (4'-octyloxybiphenyl-4-carboxylic acid), C(CCCCC)OC1=CC=C(C=C1)C1=CC=C(C=C1)C#N (4'-hexyloxy-4-cyanobiphenyl). The reactants are 21, CC1CC(C2=CC=CC=C12)=O (2,3-dihydro-3-methyl-1H-inden-1-one), NCC(=O)OC (methyl 2-aminoacetate), S1C=CC=C1 (thiophene), C(=O)[O-].[Na+] (sodium formate). The reagents and catalysts are [Pd] (palladium-on-charcoal). The solvent is CO (methanol), CO (methanol). Product: 19, CN(CC(=O)O)C1CC(C2=CC=CC=C12)C (methyl N-(2,3-dihydro-3-methyl-1H-inden-1-yl)glycine). Isolated yield 54.1%. As a reaction SMILES: [CH3:1][CH:2]1[C:10]2[C:5](=[CH:6][CH:7]=[CH:8][CH:9]=2)[C:4](=O)[CH2:3]1.[NH2:12][CH2:13][C:14]([O:16]C)=[O:15].S1C=CC=[CH:19]1.C([O-])=O.[Na+]>CO.[Pd]>[CH3:19][N:12]([CH:4]1[C:5]2[C:10](=[CH:9][CH:8]=[CH:7][CH:6]=2)[CH:2]([CH3:1])[CH2:3]1)[CH2:13][C:14]([OH:16])=[O:15] |f:3.4|. Procedure details: A mixture of 21 parts of 2,3-dihydro-3-methyl-1H-inden-1-one, 25 parts of methyl 2-aminoacetate, 2 parts of a solution of thiophene in methanol 4%, 25 parts of sodium formate and 480 parts of methanol is hydrogenated in a Parr-apparatus and at 50° C. with 5 parts of palladium-on-charcoal catalyst 10%. The reaction mixture is evaporated. The residue is taken up in water and 1,1'-oxybisethane is added. The separated organic layer is extracted with a hydrochloric acid solution 10%. The aqueous laye...